This data is from the Open Reaction Database (ORD), a public repository of structured organic reaction records. The task is: describe an organic reaction: reactants, conditions, products, and yield Reactants: CC(C)(C)OC(=O)N1C2CCC1CN(c1cc(N3CCN(S(C)(=O)=O)CC3)ccn1)C2, CO, Cl, C1COCCO1. The product is CS(=O)(=O)N1CCN(c2ccnc(N3CC4CCC(C3)N4)c2)CC1. RXN SMILES: [C:1]([O:2][C:3](=[O:4])[N:8]1[CH:9]2[CH2:10][N:11]([c:16]3[n:17][cH:18][cH:19][c:20]([N:22]4[CH2:23][CH2:24][N:25]([S:28](=[O:29])(=[O:30])[CH3:31])[CH2:26][CH2:27]4)[cH:21]3)[CH2:12][CH:13]1[CH2:14][CH2:15]2)([CH3:5])([CH3:6])[CH3:7].[CH3:33][OH:34].[ClH:32].[O:35]1[CH2:36][CH2:37][O:38][CH2:39][CH2:40]1>>[NH:8]1[CH:9]2[CH2:10][N:11]([c:16]3[n:17][cH:18][cH:19][c:20]([N:22]4[CH2:23][CH2:24][N:25]([S:28](=[O:29])(=[O:30])[CH3:31])[CH2:26][CH2:27]4)[cH:21]3)[CH2:12][CH:13]1[CH2:14][CH2:15]2. The reactants are C(C)(C)(C)OC(C1=CC=C(C=C1)NC1CCNCC1)=O (4-(Piperidin-4-ylamino)benzoic Acid tert-Butyl Ester), NC1=NC(=NC2=CC(=C(C=C12)OC)OC)Cl (4-amino-2-chloro-6,7-dimethoxy quinazoline). Run in C(CC(C)C)O (isoamyl alcohol). Conditions: temperature 120 celsius, time 12 hour. Product: C(C)(C)(C)OC(C1=CC=C(C=C1)NC1CCN(CC1)C1=NC2=CC(=C(C=C2C(=N1)N)OC)OC)=O (4-[1-(4-Amino-6,7-dimethoxy-quinazolin-2-yl)-piperidin-4-ylamino]-benzoic acid tert-butyl ester). Isolated yield 62.6%. RXN SMILES: [C:1]([O:5][C:6](=[O:20])[C:7]1[CH:12]=[CH:11][C:10]([NH:13][CH:14]2[CH2:19][CH2:18][NH:17][CH2:16][CH2:15]2)=[CH:9][CH:8]=1)([CH3:4])([CH3:3])[CH3:2].[NH2:21][C:22]1[C:31]2[C:26](=[CH:27][C:28]([O:34][CH3:35])=[C:29]([O:32][CH3:33])[CH:30]=2)[N:25]=[C:24](Cl)[N:23]=1>C(O)CC(C)C>[C:1]([O:5][C:6](=[O:20])[C:7]1[CH:12]=[CH:11][C:10]([NH:13][CH:14]2[CH2:19][CH2:18][N:17]([C:24]3[N:23]=[C:22]([NH2:21])[C:31]4[C:26](=[CH:27][C:28]([O:34][CH3:35])=[C:29]([O:32][CH3:33])[CH:30]=4)[N:25]=3)[CH2:16][CH2:15]2)=[CH:9][CH:8]=1)([CH3:4])([CH3:2])[CH3:3]. Procedure: Compound 49 (0.57 g, 2.1 mmol) was added to a solution of 4-amino-2-chloro-6,7-dimethoxy quinazoline (0.45 g, 1.9 mmol) in isoamyl alcohol (3-methyl-1-butanol) (20 mL) at 25° C. The mixture was stirred at 120° C. for 12 h. The reaction mixture was cooled to room temperature and the desired product was filtered and rinsed with acetone to give 0.57 g (59%) of the title compound: TLC (Rf =0.41; 80% EtOAc/hexanes); 1H NMR (DMSO) δ 12.20 (br s, 1H), 8.66 (br, 2H), 7.76 (s, 1H), 7.66 (d, 2H, J=8.7), 7... The reactants are CC(C)CN(C)c1cc(NC(=O)OC(C)(C)C)c(N)cc1Cl, CC(C)(C)OC(=O)CC(=O)c1cccc(-n2cncn2)c1. Product: CC(C)CN(C)c1cc(NC(=O)OC(C)(C)C)c(NC(=O)CC(=O)c2cccc(-n3cncn3)c2)cc1Cl. Reaction SMILES: [C:1]([CH3:2])([CH3:3])([CH3:4])[O:5][C:6]([NH:7][c:8]1[c:9]([NH2:21])[cH:10][c:11]([Cl:20])[c:12]([N:14]([CH3:15])[CH2:16][CH:17]([CH3:18])[CH3:19])[cH:13]1)=[O:22].[C:23]([CH3:25])([CH3:26])([O:27][C:28](=[O:24])[CH2:29][C:30]([c:31]1[cH:32][c:33](-[n:37]2[n:38][cH:39][n:40][cH:41]2)[cH:34][cH:35][cH:36]1)=[O:42])[CH3:43]>>[C:1]([CH3:2])([CH3:3])([CH3:4])[O:5][C:6]([NH:7][c:8]1[c:9]([NH:21][C:28](=[O:27])[CH2:29][C:30]([c:31]2[cH:32][c:33](-[n:37]3[n:38][cH:39][n:40][cH:41]3)[cH:34][cH:35][cH:36]2)=[O:42])[cH:10][c:11]([Cl:20])[c:12]([N:14]([CH3:15])[CH2:16][CH:17]([CH3:18])[CH3:19])[cH:13]1)=[O:22]. Starting materials: N(N)C1=NC2=CC=CC=C2C=C1 (2-Hydrazinoquinoline), C(C)OCCC(=O)O (3-ethoxypropionic acid), [OH-].[Na+] (sodium hydroxide). The product is C(C)OCCC1=NN=C2N1C1=CC=CC=C1C=C2 (1-(2-ethoxyethyl)-s-triazolo(4,3-a)quinoline). Reaction SMILES: [NH:1]([C:3]1[CH:12]=[CH:11][C:10]2[C:5](=[CH:6][CH:7]=[CH:8][CH:9]=2)[N:4]=1)[NH2:2].[CH2:13]([O:15][CH2:16][CH2:17][C:18](O)=O)[CH3:14].[OH-].[Na+]>>[CH2:13]([O:15][CH2:16][CH2:17][C:18]1[N:4]2[C:5]3[C:10]([CH:11]=[CH:12][C:3]2=[N:1][N:2]=1)=[CH:9][CH:8]=[CH:7][CH:6]=3)[CH3:14] |f:2.3|. Reported procedure: 2-Hydrazinoquinoline (50.0 grams; about 0.3 mole) and 3-ethoxypropionic acid (100 grams; about 0.85 mole) were mixed and refluxed for eight hours. The reaction mixture was then allowed to cool and made basic with 50 percent sodium hydroxide. A precipitate, the desired 1-(2-ethoxyethyl)-s-triazolo(4,3-a)quinoline, formed. It was separated by filtration and recrystallized from ethanol, m.p., 93°C. The identity of the product was confirmed by NMR and by microanalysis. Reactants: C(C1=CC=CC=C1)[N+]1=C(C(C2=CC(=CC=C12)S(=O)(=O)[O-])(CCCCS(=O)(=O)O)C)C (1-Benzyl-2,3-dimethyl-3-(4-sulphobutyl)-3H-indolium-5-sulphonate), C(=O)(O)CCCCC[N+]1=C(C(C2=CC(=CC=C12)S(=O)(=O)[O-])(CCCCS(=O)(=O)O)C)C (1-(5-carboxypentyl)-2,3-dimethyl-3-(4-sulphobutyl)-3H-indolium-5-sulphonate), malonaldehyde bis-phenylimine, C(C)(=O)O.N1=CC=CC=C1.C(C)(=O)OC(C)=O (acetic acid pyridine acetic anhydride). RXN SMILES: [CH2:1]([N+:8]1[C:16]2[C:11](=[CH:12][C:13]([S:17]([O-:20])(=[O:19])=[O:18])=[CH:14][CH:15]=2)[C:10]([CH3:29])([CH2:21][CH2:22][CH2:23][CH2:24][S:25]([OH:28])(=[O:27])=[O:26])[C:9]=1[CH3:30])[C:2]1[CH:7]=[CH:6][CH:5]=[CH:4][CH:3]=1.[C:31]([CH2:34][CH2:35][CH2:36][CH2:37][CH2:38][N+:39]1[C:47]2[C:42](=[CH:43][C:44]([S:48]([O-:51])(=[O:50])=[O:49])=[CH:45][CH:46]=2)[C:41]([CH3:60])([CH2:52][CH2:53][CH2:54][CH2:55][S:56]([OH:59])(=[O:58])=[O:57])[C:40]=1[CH3:61])([OH:33])=[O:32].C(O)(=O)C.N1C=C[CH:69]=[CH:68][CH:67]=1.C(OC(=O)C)(=O)C>O>[CH2:1]([N+:8]1[C:16]2[C:11](=[CH:12][C:13]([S:17]([O-:20])(=[O:18])=[O:19])=[CH:14][CH:15]=2)[C:10]([CH3:29])([CH2:21][CH2:22][CH2:23][CH2:24][S:25]([OH:28])(=[O:27])=[O:26])[C:9]=1/[CH:30]=[CH:69]/[CH:68]=[CH:67]/[CH:61]=[C:40]1/[N:39]([CH2:38][CH2:37][CH2:36][CH2:35][CH2:34][C:31]([OH:33])=[O:32])[C:47]2[C:42]([C:41]/1([CH3:60])[CH2:52][CH2:53][CH2:54][CH2:55][S:56]([OH:59])(=[O:57])=[O:58])=[CH:43][C:44]([S:48]([OH:51])(=[O:50])=[O:49])=[CH:45][CH:46]=2)[C:2]1[CH:3]=[CH:4][CH:5]=[CH:6][CH:7]=1 |f:2.3.4|. Procedure details: 1-Benzyl-2,3-dimethyl-3-(4-sulphobutyl)-3H-indolium-5-sulphonate salt (2 g), 1-(5-carboxypentyl)-2,3-dimethyl-3-(4-sulphobutyl)-3H-indolium-5-sulphonate (2 g) and malonaldehyde bis-phenylimine (2 g) were dissolved in acetic acid: pyridine: acetic anhydride (4.5:4.5:1) (100 ml). The mixture was heated at 90° C. for 2 hours. The mixture went blue/green immediately. A small sample was diluted in water for UV measurement. UV/Vis absorption spectroscopy observed a peak at 650 nm showing formation of ... Reaction conditions: temperature 90 celsius, time 8 hour. The product is C(C1=CC=CC=C1)[N+]1=C(C(C2=CC(=CC=C12)S(=O)(=O)[O-])(CCCCS(=O)(=O)O)C)\C=C\C=C\C=C/1\N(C2=CC=C(C=C2C1(CCCCS(=O)(=O)O)C)S(=O)(=O)O)CCCCCC(=O)O (1-Benzyl-2-{(1E,3E,5E)-5-[1-(5-carboxypentyl)-3-methyl-5-sulpho-3-(4-sulphobutyl)-1,3-dihydro-2H-indol-2-ylidene]penta-1,3-dienyl}-3-methyl-3-(4-sulphobutyl)-3H-indolium-5-sulphonate). Run in O (water).